From a dataset of the Open Reaction Database (ORD), a public repository of structured organic reaction records. describe an organic reaction: reactants, conditions, products, and yield Starting materials: CC(C)(C)C1=CC=C(C=C1C1=C(C=CC(=C1)OC)F)COC1=CC=C(C=C1)[C@@H](CC(=O)OC)CCCC (Methyl (3R)-3-(4-(((6-(1,1-dimethylethyl)-2′-fluoro-5′-(methyloxy)-1,1′-biphenyl-3-yl)methyl)oxy)phenyl)heptanoate), C1CCOC1 (THF), CCO (EtOH), [OH-].[Na+] (sodium hydroxide). Reaction conditions: time 19 hour. The product is CC(C)(C)C1=CC=C(C=C1C1=C(C=CC(=C1)OC)F)COC1=CC=C(C=C1)[C@@H](CC(=O)O)CCCC ((3R)-3-(4-(((6-(1,1-Dimethylethyl)-2′-fluoro-5′-(methyloxy)-1,1′-biphenyl-3-yl)methyl)oxy)phenyl)heptanoic acid). Isolated yield 81.2%. As a reaction SMILES: [CH3:1][C:2]([C:5]1[C:10]([C:11]2[CH:16]=[C:15]([O:17][CH3:18])[CH:14]=[CH:13][C:12]=2[F:19])=[CH:9][C:8]([CH2:20][O:21][C:22]2[CH:27]=[CH:26][C:25]([C@H:28]([CH2:34][CH2:35][CH2:36][CH3:37])[CH2:29][C:30]([O:32]C)=[O:31])=[CH:24][CH:23]=2)=[CH:7][CH:6]=1)([CH3:4])[CH3:3].C1COCC1.CCO.[OH-].[Na+]>>[CH3:4][C:2]([C:5]1[C:10]([C:11]2[CH:16]=[C:15]([O:17][CH3:18])[CH:14]=[CH:13][C:12]=2[F:19])=[CH:9][C:8]([CH2:20][O:21][C:22]2[CH:23]=[CH:24][C:25]([C@H:28]([CH2:34][CH2:35][CH2:36][CH3:37])[CH2:29][C:30]([OH:32])=[O:31])=[CH:26][CH:27]=2)=[CH:7][CH:6]=1)([CH3:1])[CH3:3] |f:3.4|. Reported procedure: To a stirred solution of 37.2 (0.077 g, 0.15 mmol) in THF (2 mL, 0.2 mmol) and EtOH (2 mL, 0.2 mmol) at 23° C. was added a solution of 1 M sodium hydroxide (1.00 mL, 1.0 mmol). The resulting reaction mixture was stirred for 19 hours. The resulting reaction was concentrated in vacuo. 1 N HCl was added to bring the pH to 1, and the resulting mixture was extracted EtOAc, dried over MgSO4, filtered, and concentrated. The product thus obtained was purified by silica gel flash chromatography (0-20% Et... Reactants: C(C(=C)C)(=O)OC(C)OCC (1-ethoxyethyl methacrylate), C(C(=C)C)(=O)OCC1=CC=CC=C1 (benzyl methacrylate), C(C(C)C)C(=O)C (methyl isobutyl ketone), N(=NC(C(=O)[O-])(CC)C)C(C(=O)[O-])(CC)C (2,2′-azobis(methyl 2-methylpropionate)). Run in CCCCCCC (heptane). Reaction conditions: time 6 hour. Yields the product C(C(=C)C)(=O)OC(C)OCC.C(C(=C)C)(=O)OCC1=CC=CC=C1 (1-ethoxyethyl methacrylate benzyl methacrylate), C(C)(=O)OC(COC)C (propylene glycol monomethyl ether acetate). Reaction SMILES: [C:1]([O:6][CH:7]([O:9][CH2:10][CH3:11])[CH3:8])(=[O:5])[C:2]([CH3:4])=[CH2:3].[C:12]([O:17][CH2:18][C:19]1[CH:24]=[CH:23][CH:22]=[CH:21][CH:20]=1)(=[O:16])[C:13]([CH3:15])=[CH2:14].C(C(C)=O)C(C)C.N(C(C)(CC)C([O-])=O)=NC(C)(CC)C([O-])=O>CCCCCCC>[C:1]([O:6][CH:7]([O:9][CH2:10][CH3:11])[CH3:8])(=[O:5])[C:2]([CH3:4])=[CH2:3].[C:12]([O:17][CH2:18][C:19]1[CH:20]=[CH:21][CH:22]=[CH:23][CH:24]=1)(=[O:16])[C:13]([CH3:15])=[CH2:14].[C:7]([O:9][CH:10]([CH3:11])[CH2:12][O:17][CH3:18])(=[O:6])[CH3:8] |f:5.6|. Procedure: Into a 500 ml-volume three-neck flask, 66.4 g (0.42 mol) of 1-ethoxyethyl methacrylate, 31.7 g (0.18 mol) of benzyl methacrylate and 300 ml of methyl isobutyl ketone were charged. A catalytic amount of 2,2′-azobis(methyl 2-methylpropionate) was added thereto as a radical polymerization initiator, and polymerization was allowed to proceed at 80° C. for 6 hours in a nitrogen stream. The reaction solution was cooled and then poured in a large amount of heptane to precipitate a polymer. The crystal ... Reactants: CC(C)=O, CCOC(CBr)(OCC)C(=NOC)C(=O)NC1C(=O)N2C1SCC(O)C2C(=O)O, [O-][Cl+3]([O-])([O-])O. The product is CON=C(C(=O)CBr)C(=O)NC1C(=O)N2C1SCC(O)C2C(=O)O. As a reaction SMILES: [CH3:35][C:36](=[O:37])[CH3:38].[CH3:6][O:7][N:8]=[C:9]([C:10](=[O:11])[NH:12][CH:13]1[CH:14]2[N:15]([CH:16]([C:21](=[O:22])[OH:23])[CH:17]([OH:20])[CH2:18][S:19]2)[C:24]1=[O:25])[C:26]([CH2:27][Br:28])([O:29][CH2:33][CH3:34])[O:30][CH2:31][CH3:32].[Cl+3:1]([OH:2])([O-:3])([O-:4])[O-:5]>>[CH3:6][O:7][N:8]=[C:9]([C:10](=[O:11])[NH:12][CH:13]1[CH:14]2[N:15]([CH:16]([C:21](=[O:22])[OH:23])[CH:17]([OH:20])[CH2:18][S:19]2)[C:24]1=[O:25])[C:26]([CH2:27][Br:28])=[O:29]. Reactants: N′-(3 Dimethylaminopropil)-N-ethyl-carbodiimid hydrochlorid, C(Cl)Cl (DCM), CNCC(=O)O (methyl-glycine), C(=O)(O)C=1C(OC2=CC=CC=C2C1)=O (3-carboxy coumarine), C(Cl)Cl (DCM). The reagents and catalysts are CN(C)C=1C=CN=CC1 (DMAP). Reaction conditions: time 30 minute. The product is COC(CNC(=O)C=1C(OC2=CC=CC=C2C1)=O)=O (coumarin-3-carbonylamino-acetic Acid Methyl Ester). As a reaction SMILES: C[NH:2][CH2:3][C:4]([OH:6])=[O:5].[C:7]([C:10]1[C:11](=[O:20])[O:12][C:13]2[C:18]([CH:19]=1)=[CH:17][CH:16]=[CH:15][CH:14]=2)([OH:9])=O.[CH2:21](Cl)Cl>CN(C1C=CN=CC=1)C>[CH3:21][O:6][C:4](=[O:5])[CH2:3][NH:2][C:7]([C:10]1[C:11](=[O:20])[O:12][C:13]2[C:18]([CH:19]=1)=[CH:17][CH:16]=[CH:15][CH:14]=2)=[O:9]. Reported procedure: To a round bottom flask containing methyl-glycine (89 mg, 1.00 mmol), 3-carboxy coumarine, anh. DCM (25 ml), under Ar, N′-(3 Dimethylaminopropil)-N-ethyl-carbodiimid hydrochlorid (EDC) (479 mg, 2.50 mmol) and DMAP (489 mg, 4.00 mmol) were added at room temperature. The resulting mixture was stirred for 1 h 30 min (total conversion was observed by TLC). Then, DCM (20 ml) was added and the solution was washed successively with aq. NaHCO3 (10 ml, sat) and brine (10 ml). The organic phase was dried ...